This data is from the Open Reaction Database (ORD), a public repository of structured organic reaction records. The task is: describe an organic reaction: reactants, conditions, products, and yield The reactants are C(C)(C)(C)OC(=O)[C@@H]1N(CCC1)C(COC1=CC(=CC=C1)O)=O ((R)-1-[(3-hydroxy-phenoxy)-acetyl]-pyrrolidine-2-carboxylic acid tert-butyl ester), solution, Cl (hydrochloric acid). Solvent: ClCCl (dichloromethane), O1CCOCC1 (dioxane). Run at time 3 day. The product is OC=1C=C(OCC(=O)N2[C@H](CCC2)C(=O)O)C=CC1 ((R)-1-[(3-Hydroxy-phenoxy)-acetyl]-pyrrolidine-2-carboxylic acid). Isolated yield 97.0%. Reaction SMILES: C([O:5][C:6]([C@H:8]1[CH2:12][CH2:11][CH2:10][N:9]1[C:13](=[O:23])[CH2:14][O:15][C:16]1[CH:21]=[CH:20][CH:19]=[C:18]([OH:22])[CH:17]=1)=[O:7])(C)(C)C.Cl>ClCCl.O1CCOCC1>[OH:22][C:18]1[CH:17]=[C:16]([CH:21]=[CH:20][CH:19]=1)[O:15][CH2:14][C:13]([N:9]1[CH2:10][CH2:11][CH2:12][C@@H:8]1[C:6]([OH:7])=[O:5])=[O:23]. Procedure: To a solution of 120 mg (0.37 mmol))(R)-1-[(3-hydroxy-phenoxy)-acetyl]-pyrrolidine-2-carboxylic acid tert-butyl ester in 1 ml dichloromethane were added 5 ml of a 4 N solution of hydrochloric acid in dioxane. After 3 d, the solvent was removed in vacuo and the residue suspended in 10 ml ether. The resulting suspension was stirred overnight. Filtration and drying gave 95 mg (97%) of the title compound as a white powder.